describe an organic reaction: reactants, conditions, products, and yield From a dataset of the Open Reaction Database (ORD), a public repository of structured organic reaction records. Reactants: IC1=NN(C2=NC=NC(=C21)N)[C@@H]2CC[C@H](CC2)N2CCN(CC2)C (trans-3-Iodo-1-[4-(4-methylpiperazino)cyclohexyl]-1H-pyrazolo[3,4-d]pyrimidin-4-amine), N(C1=CC=CC=C1)C(=O)C1=C(C=C(C=C1)B(O)O)OC (4-(anilinocarbonyl)-3-methoxyphenylboronic acid), palladium tetrakistriphenyphosphine, C([O-])([O-])=O.[Na+].[Na+] (sodium carbonate), COCCOC (ethylene glycol dimethyl ether). Solvent: O (water). Yields the product C1(=CC=CC=C1)NC(C1=C(C=C(C=C1)C1=NN(C2=NC=NC(=C21)N)[C@@H]2CC[C@H](CC2)N2CCN(CC2)C)OC)=O (trans-N1-phenyl-4-{4-amino-1-[4-(4-methylpiperazino)cyclohexyl]-1H-pyrazolo[3,4-d]pyrimidin-3-yl}-2-methoxybenzamide). Yield: 69.2%. As a reaction SMILES: I[C:2]1[C:10]2[C:5](=[N:6][CH:7]=[N:8][C:9]=2[NH2:11])[N:4]([C@H:12]2[CH2:17][CH2:16][C@H:15]([N:18]3[CH2:23][CH2:22][N:21]([CH3:24])[CH2:20][CH2:19]3)[CH2:14][CH2:13]2)[N:3]=1.[NH:25]([C:32]([C:34]1[CH:39]=[CH:38][C:37](B(O)O)=[CH:36][C:35]=1[O:43][CH3:44])=[O:33])[C:26]1[CH:31]=[CH:30][CH:29]=[CH:28][CH:27]=1.C(=O)([O-])[O-].[Na+].[Na+].COCCOC>O>[C:26]1([NH:25][C:32](=[O:33])[C:34]2[CH:39]=[CH:38][C:37]([C:2]3[C:10]4[C:5](=[N:6][CH:7]=[N:8][C:9]=4[NH2:11])[N:4]([C@H:12]4[CH2:17][CH2:16][C@H:15]([N:18]5[CH2:23][CH2:22][N:21]([CH3:24])[CH2:20][CH2:19]5)[CH2:14][CH2:13]4)[N:3]=3)=[CH:36][C:35]=2[O:43][CH3:44])[CH:31]=[CH:30][CH:29]=[CH:28][CH:27]=1 |f:2.3.4|. Procedure details: trans-3-Iodo-1-[4-(4-methylpiperazino)cyclohexyl]-1H-pyrazolo[3,4-d]pyrimidin-4-amine (266 mg, 0.604 mmol), 4-(anilinocarbonyl)-3-methoxyphenylboronic acid (180 mg, 0.664 mmol), palladium tetrakistriphenyphosphine (42 mg, 0.036 mmol) and sodium carbonate (154 mg, 1.449 mmol) were mixed with ethylene glycol dimethyl ether (8 mL) and water (4 mL). The reaction mixture was heated at reflux overnight. Organic solvent was removed under reduced pressure and the aqueous layer was extracted with dichlor... The reactants are C1(CCCCC1)CN1C2=CC=CC(=C2C=2C(CCCC12)=O)C(=O)OC (9-[(cyclohexyl)methyl]-5-carbomethoxy-1,2-dihydrocarbazol-4(3H)-one), ClC=1C(C(=C(C(C1Cl)=O)C#N)C#N)=O (2,3-dichloro-5,6-dicyano-1,4-benzoquinone). The solvent is C1(=CC=CC=C1)C (toluene). The product is C1(CCCCC1)CN1C2=CC=CC(=C2C=2C(=CC=CC12)O)C(=O)OC (9-[(cyclohexyl)methyl]-4-hydroxy-5-carbomethoxy carbazole). The yield is 22.5%. Reaction SMILES: [CH:1]1([CH2:7][N:8]2[C:20]3[CH2:19][CH2:18][CH2:17][C:16](=[O:21])[C:15]=3[C:14]3[C:9]2=[CH:10][CH:11]=[CH:12][C:13]=3[C:22]([O:24][CH3:25])=[O:23])[CH2:6][CH2:5][CH2:4][CH2:3][CH2:2]1.ClC1C(=O)C(C#N)=C(C#N)C(=O)C=1Cl>C1(C)C=CC=CC=1>[CH:1]1([CH2:7][N:8]2[C:20]3[CH:19]=[CH:18][CH:17]=[C:16]([OH:21])[C:15]=3[C:14]3[C:9]2=[CH:10][CH:11]=[CH:12][C:13]=3[C:22]([O:24][CH3:25])=[O:23])[CH2:2][CH2:3][CH2:4][CH2:5][CH2:6]1. Procedure details: A solution of 9-[(cyclohexyl)methyl]-5-carbomethoxy-1,2-dihydrocarbazol-4(3H)-one (1.16 g, 3.42 mmol) and 2,3-dichloro-5,6-dicyano-1,4-benzoquinone (853 mg, 3.76 mmol) in 20 mL of toluene was heated at 80° C. for 3 hours. The mixture was purified directly by column chromatography on silica gel (elution with CH2Cl2) to afford 259 mg (0.768 mmol; 22%) of 9-[(cyclohexyl)methyl]-4-hydroxy-5-carbomethoxy carbazole as a yellow oil which slowly solidified. MS (ES) m/e 338 (M+1), 336 (M−1). Reactants: CCOC(=O)C(CC)c1ccccc1OC, CCO, CCOC=O, [Na], O. The product is CCOC(=O)C(C=O)c1ccccc1OC. Reaction SMILES: [CH2:1]([CH3:2])[O:3][C:4]([CH:5]([c:6]1[c:7]([O:12][CH3:13])[cH:8][cH:9][cH:10][cH:11]1)[CH2:14][CH3:15])=[O:16].[CH3:23][CH2:24][OH:25].[CH:17](=[O:18])[O:19][CH2:20][CH3:21].[Na:22].[OH2:26]>>[CH2:1]([CH3:2])[O:3][C:4]([CH:5]([c:6]1[c:7]([O:12][CH3:13])[cH:8][cH:9][cH:10][cH:11]1)[CH:14]=[O:18])=[O:16]. The reactants are ClC1=NC=C(C(=N1)C1=CNC2=CC=CC=C12)C (3-(2-chloro-5-methylpyrimidin-4-yl)-1H-indole), COC1=C(N)C=CC(=C1)N1CCC(CC1)N1CCN(CC1)C (2-methoxy-4-(4-(4-methylpiperazin-1-yl)piperidin-1-yl)aniline), ClC1=NC=C(C(=N1)C1=CNC2=CC=CC=C12)C (3-(2-chloro-5-methylpyrimidin-4-yl)-1H-indole), COC1=C(N)C=CC(=C1)N1CCC(CC1)N1CCN(CC1)C (2-methoxy-4-(4-(4-methylpiperazin-1-yl)piperidin-1-yl)aniline). The product is N1C=C(C2=CC=CC=C12)C1=NC(=NC=C1C)NC1=C(C=C(C=C1)N1CCC(CC1)N1CCN(CC1)C)OC (4-(1H-Indol-3-yl)-N-(2-methoxy-4-(4-(4-methylpiperazin-1-yl)piperidin-1-yl)phenyl)-5-methylpyrimidin-2-amine). As a reaction SMILES: Cl[C:2]1[N:7]=[C:6]([C:8]2[C:16]3[C:11](=[CH:12][CH:13]=[CH:14][CH:15]=3)[NH:10][CH:9]=2)[C:5]([CH3:17])=[CH:4][N:3]=1.[CH3:18][O:19][C:20]1[CH:26]=[C:25]([N:27]2[CH2:32][CH2:31][CH:30]([N:33]3[CH2:38][CH2:37][N:36]([CH3:39])[CH2:35][CH2:34]3)[CH2:29][CH2:28]2)[CH:24]=[CH:23][C:21]=1[NH2:22]>>[NH:10]1[C:11]2[C:16](=[CH:15][CH:14]=[CH:13][CH:12]=2)[C:8]([C:6]2[C:5]([CH3:17])=[CH:4][N:3]=[C:2]([NH:22][C:21]3[CH:23]=[CH:24][C:25]([N:27]4[CH2:32][CH2:31][CH:30]([N:33]5[CH2:34][CH2:35][N:36]([CH3:39])[CH2:37][CH2:38]5)[CH2:29][CH2:28]4)=[CH:26][C:20]=3[O:19][CH3:18])[N:7]=2)=[CH:9]1. Reported procedure: Starting materials: 3-(2-chloro-5-methylpyrimidin-4-yl)-1H-indole (INTERMEDIATE 1) and 2-methoxy-4-(4-(4-methylpiperazin-1-yl)piperidin-1-yl)aniline (INTERMEDIATE 27). Reactants: CCNc1ccc(C(O)(C(F)(F)F)C(F)(F)F)cc1, CN(C)c1ccccn1, O=[N+]([O-])c1ccc(S(=O)(=O)Cl)cc1, c1ccncc1. Product: CCN(c1ccc(C(O)(C(F)(F)F)C(F)(F)F)cc1)S(=O)(=O)c1ccc([N+](=O)[O-])cc1. RXN SMILES: [CH2:1]([CH3:2])[NH:3][c:4]1[cH:5][cH:6][c:7]([C:10]([C:11]([F:12])([F:13])[F:14])([C:15]([F:16])([F:17])[F:18])[OH:19])[cH:8][cH:9]1.[CH3:33][N:34]([c:35]1[cH:36][cH:37][cH:38][cH:39][n:40]1)[CH3:41].[N+:20](=[O:21])([O-:22])[c:23]1[cH:24][cH:25][c:26]([S:29](=[O:30])(=[O:31])[Cl:32])[cH:27][cH:28]1.[cH:42]1[cH:43][cH:44][n:45][cH:46][cH:47]1>>[CH2:1]([CH3:2])[N:3]([c:4]1[cH:5][cH:6][c:7]([C:10]([C:11]([F:12])([F:13])[F:14])([C:15]([F:16])([F:17])[F:18])[OH:19])[cH:8][cH:9]1)[S:29]([c:26]1[cH:25][cH:24][c:23]([N+:20](=[O:21])[O-:22])[cH:28][cH:27]1)(=[O:30])=[O:31].